Dataset: the Open Reaction Database (ORD), a public repository of structured organic reaction records. Task: describe an organic reaction: reactants, conditions, products, and yield Reactants: CN(C)C=O, CC(C)OC(=O)c1cc(N=C=O)c(F)cc1Cl, CCOC(=O)C(CC)=C(C)N. Yields the product CCOC(=O)C(CC)=C(C)NC(=O)Nc1cc(C(=O)OC(C)C)c(Cl)cc1F. RXN SMILES: [CH3:29][N:30]([CH3:31])[CH:32]=[O:33].[Cl:1][c:2]1[c:3]([C:4](=[O:5])[O:6][CH:7]([CH3:8])[CH3:9])[cH:10][c:11]([N:15]=[C:16]=[O:17])[c:12]([F:14])[cH:13]1.[NH2:18][C:19](=[C:20]([C:21](=[O:22])[O:23][CH2:24][CH3:25])[CH2:26][CH3:27])[CH3:28]>>[Cl:1][c:2]1[c:3]([C:4](=[O:5])[O:6][CH:7]([CH3:8])[CH3:9])[cH:10][c:11]([NH:15][C:16](=[O:17])[NH:18][C:19](=[C:20]([C:21](=[O:22])[O:23][CH2:24][CH3:25])[CH2:26][CH3:27])[CH3:28])[c:12]([F:14])[cH:13]1.